Task: describe an organic reaction: reactants, conditions, products, and yield. Dataset: the Open Reaction Database (ORD), a public repository of structured organic reaction records The reactants are O (water), C12(CC3CC(CC(C1)C3)C2)C(=O)Cl (1-Adamantanecarbonyl chloride), OC=1C=C2C=CC=NC2=CC1 (6-hydroxyquinoline). The solvent is N1=CC=CC=C1 (pyridine), N1=CC=CC=C1 (pyridine). Reaction conditions: time 16 hour. Yields the product C12(CC3CC(CC(C1)C3)C2)C(=O)OC=2C=C3C=CC=NC3=CC2 (6-Quinolyl 1-adamantanecarboxylate). RXN SMILES: [C:1]12([C:11](Cl)=[O:12])[CH2:10][CH:5]3[CH2:6][CH:7]([CH2:9][CH:3]([CH2:4]3)[CH2:2]1)[CH2:8]2.[OH:14][C:15]1[CH:16]=[C:17]2[C:22](=[CH:23][CH:24]=1)[N:21]=[CH:20][CH:19]=[CH:18]2.O>N1C=CC=CC=1>[C:1]12([C:11]([O:14][C:15]3[CH:16]=[C:17]4[C:22](=[CH:23][CH:24]=3)[N:21]=[CH:20][CH:19]=[CH:18]4)=[O:12])[CH2:8][CH:7]3[CH2:6][CH:5]([CH2:4][CH:3]([CH2:9]3)[CH2:2]1)[CH2:10]2. Procedure: 1-Adamantanecarbonyl chloride (1.37 g, 6.90 mmol) in pyridine (5 mL) was added to a solution of 6-hydroxyquinoline (1.00 g, 6.89 mmol) in pyridine (15 mL). The reaction was stirred for 16 h. To the stirring reaction mixture was added water (200 mL) which caused the product to precipitate. This precipitate was filtered, washed with water (3×50 mL), and dried under high vacuum. This provided 1.56 g (73.7%) of (41) as a light-brown powder: Reactants: C(C)(C)NC1=CC=C(C=2C(C3=CC=CC(=C3C(C12)=O)O)=O)Br (1-isopropylamino-4-bromo-8-hydroxy-anthraquinone), C1(CCCCC1)N (cyclohexylamine), C(C)(=O)[O-].[K+] (potassium acetate), [Cl-] (chloride). The solvent is CO (methanol). Yields the product C(C)(C)NC1=CC=C(C=2C(C3=CC=CC(=C3C(C12)=O)O)=O)NC1CCCCC1 (1-isopropylamino-4-cyclohexylamino-8-hydroxy-anthraquinone). Reaction SMILES: [CH:1]([NH:4][C:5]1[C:18]2[C:17](=[O:19])[C:16]3[C:11](=[CH:12][CH:13]=[CH:14][C:15]=3[OH:20])[C:10](=[O:21])[C:9]=2[C:8](Br)=[CH:7][CH:6]=1)([CH3:3])[CH3:2].[CH:23]1([NH2:29])[CH2:28][CH2:27][CH2:26][CH2:25][CH2:24]1.C([O-])(=O)C.[K+].[Cl-]>CO>[CH:1]([NH:4][C:5]1[C:18]2[C:17](=[O:19])[C:16]3[C:11](=[CH:12][CH:13]=[CH:14][C:15]=3[OH:20])[C:10](=[O:21])[C:9]=2[C:8]([NH:29][CH:23]2[CH2:28][CH2:27][CH2:26][CH2:25][CH2:24]2)=[CH:7][CH:6]=1)([CH3:3])[CH3:2] |f:2.3|. Reported procedure: 18 g of 1-isopropylamino-4-bromo-8-hydroxy-anthraquinone, 36 ml of cyclohexylamine, 6.5 of potassium acetate and catalytic amounts of copperI chloride are stirred at 80°-90° until only a little starting material is still detectable. The mixture is now diluted with 36 ml of methanol and the reaction product which has separated out is filtered off at 60°, washed with boiling hot methanol, finally stirring with dilute hydrochloric acid, filtered off, washed until neutral and dried. Reaction SMILES: C([O:3][C:4]([C:6]1[CH:7]=[N:8][N:9]([C:11]2[N:20](COCC[Si](C)(C)C)[C:19](=[O:29])[C:18]3[C:13](=[CH:14][CH:15]=[C:16](I)[CH:17]=3)[N:12]=2)[CH:10]=1)=[O:5])C.[CH3:31][O:32][C:33]1[CH:38]=[CH:37][CH:36]=[CH:35][C:34]=1B(O)O>>[CH3:31][O:32][C:33]1[CH:38]=[CH:37][CH:36]=[CH:35][C:34]=1[C:16]1[CH:17]=[C:18]2[C:13](=[CH:14][CH:15]=1)[N:12]=[C:11]([N:9]1[CH:10]=[C:6]([C:4]([OH:3])=[O:5])[CH:7]=[N:8]1)[NH:20][C:19]2=[O:29]. Procedure details: The titled compound was prepared in a manner analogous to Example 69, steps C-E, using 1-[6-iodo-4-oxo-3-(2-trimethylsilanyl-ethoxymethyl)-3,4-dihydro-quinazolin-2-yl]-1H-pyrazole-4-carboxylic acid ethyl ester (Example 69 product from step B) and 2-methoxyphenylboronic acid in step C. MS (ESI): mass calcd. for C19H14N4O4, 362.1; m/z found, 363.1 [M+H]+. 1H NMR (600 MHz, DMSO-d6): 13.00 (br s, 1H), 12.84 (br s, 1H), 8.98 (s, 1H), 8.28 (s, 1H), 8.21 (d, J=1.7 Hz, 1H), 7.97 (dd, J=8.4, 2.1 Hz, 1H),... Yields the product COC1=C(C=CC=C1)C=1C=C2C(NC(=NC2=CC1)N1N=CC(=C1)C(=O)O)=O (1-[6-(2-Methoxy-phenyl)-4-oxo-3,4-dihydro-quinazolin-2-yl]-1H-pyrazole-4-carboxylic acid). Reactants: C(C)OC(=O)C=1C=NN(C1)C1=NC2=CC=C(C=C2C(N1COCC[Si](C)(C)C)=O)I (1-[6-iodo-4-oxo-3-(2-trimethylsilanyl-ethoxymethyl)-3,4-dihydro-quinazolin-2-yl]-1H-pyrazole-4-carboxylic acid ethyl ester), product, COC1=C(C=CC=C1)B(O)O (2-methoxyphenylboronic acid).